Dataset: the Open Reaction Database (ORD), a public repository of structured organic reaction records. Task: describe an organic reaction: reactants, conditions, products, and yield Starting materials: OC=1C(=CSC1C1=CC=2CCCCC2C=C1)C(C)=O (1-[4-hydroxy-5-(5,6,7,8-tetrahydronaphthalen-2-yl)thiophen-3-yl]ethanone), C1CCC2=CC(=CC=C12)C1=C(C(=CS1)C(C)=O)OC (1-[5-(2,3-dihydro-1H-inden-5-yl)-4-methoxythiophen-3-yl]ethanone). Yields the product C1CCC2=CC(=CC=C12)C1=C(C(=CS1)C(C)=O)O (1-[5-(2,3-dihydro-1H-inden-5-yl)-4-hydroxythiophen-3-yl]ethanone). The yield is 37.3%. RXN SMILES: [OH:1][C:2]1[C:3]([C:17](=[O:19])[CH3:18])=[CH:4][S:5][C:6]=1[C:7]1[CH:16]=[CH:15][C:14]2[CH2:13][CH2:12][CH2:11]C[C:9]=2[CH:8]=1.C1C2C(=CC(C3SC=C(C(=O)C)C=3OC)=CC=2)CC1>>[CH2:13]1[C:14]2[C:9](=[CH:8][C:7]([C:6]3[S:5][CH:4]=[C:3]([C:17](=[O:19])[CH3:18])[C:2]=3[OH:1])=[CH:16][CH:15]=2)[CH2:11][CH2:12]1. Procedure details: Synthesis was carried out in the same manner as in Synthesis Method 2 (6) in Reference Synthetic Example 3 by using 3.5 g (0.0129 mol) of 1-[5-(2,3-dihydro-1H-inden-5-yl)-4-methoxythiophen-3-yl]ethanone to obtain 1.24 g of the desired product (yield: 37.3%). The reactants are CCOC(=O)c1ccccn1, Cc1ccccc1, CC[O-], CCO, CCOC(C)=O, [Na+]. Product: CCOC(=O)CC(=O)c1ccccn1. Reaction SMILES: [CH2:14]([O:16][C:17](=[O:15])[c:19]1[n:20][cH:21][cH:22][cH:23][cH:24]1)[CH3:18].[CH3:25][c:26]1[cH:27][cH:28][cH:29][cH:30][cH:31]1.[CH3:2][CH2:3][O-:4].[CH3:5][CH2:6][OH:7].[CH3:8][CH2:9][O:10][C:11]([CH3:12])=[O:13].[Na+:1]>>[CH3:8][CH2:9][O:10][C:11]([CH2:12][C:17](=[O:16])[c:19]1[n:20][cH:21][cH:22][cH:23][cH:24]1)=[O:13]. The reactants are CC(C)([O-])C.[Na+] (sodium tert-butoxide), C1(CCCCC1)P(C1=C(C=CC=C1)C1=C(C=CC=C1)N(C)C)C1CCCCC1 (2-dicyclohexylphosphino-2′-(N,N-dimethylamino)biphenyl), C(C1=CC=CC=C1)[C@H]1CN(CCN1)C1=CC=C2C(=NN(C2=C1)C1CCC1)CC (6-((S)-3-benzyl-piperazin-1-yl)-1-cyclobutyl-3-ethyl-1H-indazole), BrC=1C=NC=CC1 (3-bromopyridine). Reagents/catalysts: C=1C=CC(=CC1)/C=C/C(=O)/C=C/C2=CC=CC=C2.C=1C=CC(=CC1)/C=C/C(=O)/C=C/C2=CC=CC=C2.C=1C=CC(=CC1)/C=C/C(=O)/C=C/C2=CC=CC=C2.[Pd].[Pd] (Pd2(dba)3). Solvent: C1(=CC=CC=C1)C (toluene). Conditions: temperature 100 celsius. The product is C(C1=CC=CC=C1)[C@H]1CN(CCN1C=1C=NC=CC1)C1=CC=C2C(=NN(C2=C1)C1CCC1)CC ((S)-6-(3-benzyl-4-(pyridin-3-yl)piperazin-1-yl)-1-cyclobutyl-3-ethyl-1H-indazole). The yield is 94.9%. Reaction SMILES: CC(C)([O-])C.[Na+].C1(P(C2CCCCC2)C2C=CC=CC=2C2C=[CH:24][CH:23]=[CH:22][C:21]=2[N:26]([CH3:28])C)CCCCC1.[CH2:35]([C@@H:42]1[NH:47][CH2:46][CH2:45][N:44]([C:48]2[CH:56]=[C:55]3[C:51]([C:52]([CH2:61][CH3:62])=[N:53][N:54]3[CH:57]3[CH2:60][CH2:59][CH2:58]3)=[CH:50][CH:49]=2)[CH2:43]1)[C:36]1[CH:41]=[CH:40][CH:39]=[CH:38][CH:37]=1.BrC1C=NC=CC=1>C1(C)C=CC=CC=1.C1C=CC(/C=C/C(/C=C/C2C=CC=CC=2)=O)=CC=1.C1C=CC(/C=C/C(/C=C/C2C=CC=CC=2)=O)=CC=1.C1C=CC(/C=C/C(/C=C/C2C=CC=CC=2)=O)=CC=1.[Pd].[Pd]>[CH2:35]([C@@H:42]1[N:47]([C:24]2[CH:28]=[N:26][CH:21]=[CH:22][CH:23]=2)[CH2:46][CH2:45][N:44]([C:48]2[CH:56]=[C:55]3[C:51]([C:52]([CH2:61][CH3:62])=[N:53][N:54]3[CH:57]3[CH2:58][CH2:59][CH2:60]3)=[CH:50][CH:49]=2)[CH2:43]1)[C:36]1[CH:37]=[CH:38][CH:39]=[CH:40][CH:41]=1 |f:0.1,6.7.8.9.10|. Procedure: Into a 40 mL septum-cap vial were added sodium tert-butoxide (68 mg, 0.71 mmol), 2-dicyclohexylphosphino-2′-(N,N-dimethylamino)biphenyl (28 mg, 0.07 mmol), and Pd2(dba)3 (0.03 mmol). The vial was sealed and evacuated/purged 5× with nitrogen. A solution of 6-((S)-3-benzyl-piperazin-1-yl)-1-cyclobutyl-3-ethyl-1H-indazole (185 mg, 0.49 mmol) and 3-bromopyridine (158 mg, 1.02 mmol) in 3 mL of toluene was added, and the reaction mixture was heated at 100° C. for 15 h. The reaction mixture was cooled,... Starting materials: COc1cc(F)c2c(c1)C1(CCOC(NC(=O)c3ccc([N+](=O)[O-])cc3)=N1)c1cc(Br)ccc1O2, CO, [Na+], [OH-]. Product: COc1cc(F)c2c(c1)C1(CCOC(N)=N1)c1cc(Br)ccc1O2. Reaction SMILES: [Br:1][c:2]1[cH:3][cH:4][c:5]2[c:31]([cH:32]1)[C:13]1([c:12]3[c:7]([c:8]([F:35])[cH:9][c:10]([O:33][CH3:34])[cH:11]3)[O:6]2)[N:14]=[C:15]([NH:19][C:20](=[O:21])[c:22]2[cH:23][cH:24][c:25]([N+:26]([O-:27])=[O:28])[cH:29][cH:30]2)[O:16][CH2:17][CH2:18]1.[CH3:38][OH:39].[Na+:37].[OH-:36]>>[Br:1][c:2]1[cH:3][cH:4][c:5]2[c:31]([cH:32]1)[C:13]1([c:12]3[c:7]([c:8]([F:35])[cH:9][c:10]([O:33][CH3:34])[cH:11]3)[O:6]2)[N:14]=[C:15]([NH2:19])[O:16][CH2:17][CH2:18]1. Starting materials: CC(=O)CN1C(=O)c2c(c3ccccc3n2C)S1(=O)=O, Cl. Product: CC(=O)C1=C(O)c2c(c3ccccc3n2C)S(=O)(=O)N1. Reaction SMILES: [CH2:1]([C:2](=[O:3])[CH3:4])[N:5]1[S:6](=[O:19])(=[O:20])[c:7]2[c:8]([n:9]([CH3:16])[c:10]3[cH:11][cH:12][cH:13][cH:14][c:15]23)[C:17]1=[O:18].[ClH:21]>>[C:1]1([C:2](=[O:3])[CH3:4])=[C:17]([OH:18])[c:8]2[c:7]([c:15]3[c:10]([n:9]2[CH3:16])[cH:11][cH:12][cH:13][cH:14]3)[S:6](=[O:19])(=[O:20])[NH:5]1. The reactants are NC=1C=C(C(=O)NC2=CC(=CC=C2)Cl)C=CC1N (3,4-diamino-N-(3-chloro-phenyl)-benzamide), CC1=C(C=O)C=CC=C1 (2-methyl benzaldehyde), FeCl3. Run in CO (MeOH). Conditions: time 8 hour. The product is ClC=1C=C(C=CC1)NC(=O)C1=CC2=C(N=C(N2)C2=C(C=CC=C2)C)C=C1 (2-o-tolyl-3H-benzoimidazole-5-carboxylic acid (3-chloro-phenyl)-amide). RXN SMILES: [NH2:1][C:2]1[CH:3]=[C:4]([CH:15]=[CH:16][C:17]=1[NH2:18])[C:5]([NH:7][C:8]1[CH:13]=[CH:12][CH:11]=[C:10]([Cl:14])[CH:9]=1)=[O:6].[CH3:19][C:20]1[CH:27]=[CH:26][CH:25]=[CH:24][C:21]=1[CH:22]=O>CO>[Cl:14][C:10]1[CH:9]=[C:8]([NH:7][C:5]([C:4]2[CH:15]=[CH:16][C:17]3[N:18]=[C:19]([C:20]4[CH:27]=[CH:26][CH:25]=[CH:24][C:21]=4[CH3:22])[NH:1][C:2]=3[CH:3]=2)=[O:6])[CH:13]=[CH:12][CH:11]=1. Procedure: A mixture of 3,4-diamino-N-(3-chloro-phenyl)-benzamide (0.1 mL in 0.2 M DMSO solution), 2-methyl benzaldehyde (0.1 mL in 0.2 M toluene solution) and FeCl3 (0.05 mL in 0.02M THF solution) was stirred in open air at ambient temperature overnight. The mixture was then diluted by MeOH and the whole was loaded onto a solid phase extraction (SPE) cartridge that contained strong cation exchange (SCX) (1 g media in 6 mL cartridge, United Chemical Technology). Wash-to-waste (5 mL MeOH) was followed by el...